This data is from the Open Reaction Database (ORD), a public repository of structured organic reaction records. The task is: describe an organic reaction: reactants, conditions, products, and yield Reactants: ClC1=CC(=NC(=N1)C1=CC=CC=C1)NC1=CC=C(C=C1)S(=O)(=O)C ((6-chloro-2-phenyl-pyrimidin-4-yl)-(4-methanesulfonyl-phenyl)-amine), OC1CCNCC1 (4-hydroxy piperidine). The solvent is C(CCC)O (n-butanol). Yields the product CS(=O)(=O)C1=CC=C(C=C1)NC1=CC(=NC(=N1)C1=CC=CC=C1)N1CCC(CC1)O (1-[6-(4-methanesulfonyl-phenylamino)-2-phenyl-pyrimidin-4-yl]-piperidin-4-ol). RXN SMILES: Cl[C:2]1[N:7]=[C:6]([C:8]2[CH:13]=[CH:12][CH:11]=[CH:10][CH:9]=2)[N:5]=[C:4]([NH:14][C:15]2[CH:20]=[CH:19][C:18]([S:21]([CH3:24])(=[O:23])=[O:22])=[CH:17][CH:16]=2)[CH:3]=1.[OH:25][CH:26]1[CH2:31][CH2:30][NH:29][CH2:28][CH2:27]1>C(O)CCC>[CH3:24][S:21]([C:18]1[CH:19]=[CH:20][C:15]([NH:14][C:4]2[N:5]=[C:6]([C:8]3[CH:13]=[CH:12][CH:11]=[CH:10][CH:9]=3)[N:7]=[C:2]([N:29]3[CH2:30][CH2:31][CH:26]([OH:25])[CH2:27][CH2:28]3)[CH:3]=2)=[CH:16][CH:17]=1)(=[O:23])=[O:22]. Procedure details: The (6-chloro-2-phenyl-pyrimidin-4-yl)-(4-methanesulfonyl-phenyl)-amine (0.18 g, 0.48 mmol) was treated with 4-hydroxy piperidine (0.097 g, 0.97 mmol) in n-butanol at refluxing temperature for 12 hour to give the desired product.